Dataset: the Open Reaction Database (ORD), a public repository of structured organic reaction records. Task: describe an organic reaction: reactants, conditions, products, and yield Run in ClCCl (dichloromethane), C1(=CC=CC=C1)C (Toluene), [OH-].[Na+] (NaOH). As a reaction SMILES: Br[CH2:2][C:3]1[CH:8]=[CH:7][CH:6]=[C:5]([I:9])[CH:4]=1.[CH3:10][CH:11]([C:13]1[NH:17][C:16]2[CH2:18][CH2:19][CH2:20][C:21](=[O:22])[C:15]=2[N:14]=1)[CH3:12]>[Br-].C([N+](CCCC)(CCCC)CCCC)CCC.C1(C)C=CC=CC=1.[OH-].[Na+].ClCCl>[I:9][C:5]1[CH:4]=[C:3]([CH2:2][N:14]2[C:15]3[C:21](=[O:22])[CH2:20][CH2:19][CH2:18][C:16]=3[N:17]=[C:13]2[CH:11]([CH3:12])[CH3:10])[CH:8]=[CH:7][CH:6]=1 |f:2.3,5.6|. Procedure details: 1-(bromomethyl)-3-iodobenzene (9.76 g) was added to a stirred solution of tetrabutylammonium bromide (4.41 g), Intermediate 56 (2nd alternative preparation) (4.88 g) and 1-(bromomethyl)-3-iodobenzene (9.76 g) in Toluene (100 mL) and NaOH (5M, Aq) (46.5 mL). The reaction mixture was allowed to stir vigorously, so as to ensure mixture of the 2 phases, at room temperature for 2.75 hr. The reaction mixture was partitioned between DCM (80 mL) and water (80 mL) and aqueous layer was washed with furthe... Reactants: BrCC1=CC(=CC=C1)I (1-(bromomethyl)-3-iodobenzene), CC(C)C1=NC2=C(N1)CCCC2=O (2-(1-methylethyl)-1,5,6,7-tetrahydro-4H-benzimidazol-4-one), BrCC1=CC(=CC=C1)I (1-(bromomethyl)-3-iodobenzene). Yield: 53.7%. Conditions: time 2.75 hour. Reagents/catalysts: [Br-].C(CCC)[N+](CCCC)(CCCC)CCCC (tetrabutylammonium bromide). Yields the product IC=1C=C(C=CC1)CN1C(=NC2=C1C(CCC2)=O)C(C)C (3-[(3-iodophenyl)methyl]-2-(1-methylethyl)-3,5,6,7-tetrahydro-4H-benzimidazol-4-one). Reactants: C1CCOC1, CCOC(=O)c1csc(Br)n1, CCOC(=O)c1csc(N2CCc3c(-c4cnc(N(Cc5ccc(OC)cc5)Cc5ccc(OC)cc5)nc4)nc(N4CCOCC4)nc32)n1, COc1ccc(CN(Cc2ccc(OC)cc2)c2ncc(-c3nc(N4CCOCC4)nc4c3CCN4)cn2)cc1. Product: COc1ccc(CN(Cc2ccc(OC)cc2)c2ncc(-c3nc(N4CCOCC4)nc4c3CCN4c3nc(C(=O)O)cs3)cn2)cc1. Reaction SMILES: [CH2:102]1[O:103][CH2:104][CH2:105][CH2:106]1.[CH2:41]([O:42][C:43]([c:44]1[n:45][c:46]([Br:47])[s:48][cH:49]1)=[O:50])[CH3:51].[CH2:52]([CH3:53])[O:54][C:55](=[O:56])[c:57]1[n:58][c:59]([N:62]2[CH2:63][CH2:64][c:65]3[c:66]2[n:67][c:68]([N:96]2[CH2:97][CH2:98][O:99][CH2:100][CH2:101]2)[n:69][c:70]3-[c:71]2[cH:72][n:73][c:74]([N:77]([CH2:78][c:79]3[cH:80][cH:81][c:82]([O:85][CH3:86])[cH:83][cH:84]3)[CH2:87][c:88]3[cH:89][cH:90][c:91]([O:94][CH3:95])[cH:92][cH:93]3)[n:75][cH:76]2)[s:60][cH:61]1.[CH3:1][O:2][c:3]1[cH:4][cH:5][c:6]([CH2:7][N:8]([CH2:9][c:10]2[cH:11][cH:12][c:13]([O:14][CH3:15])[cH:16][cH:17]2)[c:18]2[n:19][cH:20][c:21](-[c:22]3[c:23]4[c:27]([n:28][c:29]([N:30]5[CH2:31][CH2:32][O:33][CH2:34][CH2:35]5)[n:36]3)[NH:26][CH2:25][CH2:24]4)[cH:37][n:38]2)[cH:39][cH:40]1>>[O:54]=[C:55]([OH:56])[c:57]1[n:58][c:59]([N:62]2[CH2:63][CH2:64][c:65]3[c:66]2[n:67][c:68]([N:96]2[CH2:97][CH2:98][O:99][CH2:100][CH2:101]2)[n:69][c:70]3-[c:71]2[cH:72][n:73][c:74]([N:77]([CH2:78][c:79]3[cH:80][cH:81][c:82]([O:85][CH3:86])[cH:83][cH:84]3)[CH2:87][c:88]3[cH:89][cH:90][c:91]([O:94][CH3:95])[cH:92][cH:93]3)[n:75][cH:76]2)[s:60][cH:61]1. The reactants are FC1=CC=C(CNC)C=C1 (4-fluoro-N-methyl-benzylamine), COC=1C=C(CNC)C=CC1 ((3-methoxy-benzyl)-methyl-amine), FC1=CC=C(CNC(=O)C2=C(N=C(S2)C2=NC(=CN=C2)I)C)C=C1 (2-(6-iodo-pyrazin-2-yl)-4-methyl-thiazole-5-carboxylic acid 4-fluoro benzylamide). The product is FC1=CC=C(CNC(=O)C2=C(N=C(S2)C2=NC(=CN=C2)N(C)CC2=CC(=CC=C2)OC)C)C=C1 (2-{6-[(3-methoxy-benzyl)-methyl-amino]-pyrazin-2-yl}-4-methyl-thiazole-5-carboxylic acid 4-fluoro-benzylamide). Isolated yield 75.0%. RXN SMILES: FC1C=CC(CNC)=CC=1.[CH3:11][O:12][C:13]1[CH:14]=[C:15]([CH:19]=[CH:20][CH:21]=1)[CH2:16][NH:17][CH3:18].[F:22][C:23]1[CH:45]=[CH:44][C:26]([CH2:27][NH:28][C:29]([C:31]2[S:35][C:34]([C:36]3[CH:41]=[N:40][CH:39]=[C:38](I)[N:37]=3)=[N:33][C:32]=2[CH3:43])=[O:30])=[CH:25][CH:24]=1>>[F:22][C:23]1[CH:45]=[CH:44][C:26]([CH2:27][NH:28][C:29]([C:31]2[S:35][C:34]([C:36]3[CH:41]=[N:40][CH:39]=[C:38]([N:17]([CH2:16][C:15]4[CH:19]=[CH:20][CH:21]=[C:13]([O:12][CH3:11])[CH:14]=4)[CH3:18])[N:37]=3)=[N:33][C:32]=2[CH3:43])=[O:30])=[CH:25][CH:24]=1. Procedure: Following the procedure described in Example 14, making variations as required to replace 4-fluoro-N-methyl-benzylamine with (3-methoxy-benzyl)-methyl-amine to react with 2-(6-iodo-pyrazin-2-yl)-4-methyl-thiazole-5-carboxylic acid 4-fluoro benzylamide, the title compound was obtained in 75% yield. 1H NMR (400 MHz, CD2Cl2) δ 8.55 (s, 1H), 8.07 (s, 7.27-7.37 (M, 2H), 7.18-7.26 (m, 1H), 6.90-7.08 (m, 2H), 6.70-6.88 (m, 3H), 6.21 (bs, 1H), 4.79 (s, 2H), 4.53 (d, J=4.0 Hz, 2H), 3.72 (s, 3H), 3.15 (s,... Starting materials: C1=CC=CC=C1 (PhH), N1=CC=CC2=CC=C3C=CC=NC3=C12 (1,10-Phenanthroline), C(=O)([O-])[O-].[Cs+].[Cs+] (Cs2CO3), BrC1=CC=C(C=C1)CCNC(OC(C)(C)C)=O (Tert-butyl 2-(4-bromophenyl)ethylcarbamate), N1C=NC=C1 (imidazole), (CuOTf)2. Solvent: CC=1C=CC=CC1C (o-xylene), O (water). Conditions: temperature 120 celsius, time 4 day. The product is N1(C=NC=C1)C1=CC=C(C=C1)CCNC(OC(C)(C)C)=O (tert-butyl 2-[4-(1H-imidazol-1-yl)phenyl]ethylcarbamate). Reaction SMILES: Br[C:2]1[CH:7]=[CH:6][C:5]([CH2:8][CH2:9][NH:10][C:11](=[O:17])[O:12][C:13]([CH3:16])([CH3:15])[CH3:14])=[CH:4][CH:3]=1.[NH:18]1[CH:22]=[CH:21][N:20]=[CH:19]1.C1C=CC=CC=1.N1C2C(=CC=C3C=2N=CC=C3)C=CC=1.C([O-])([O-])=O.[Cs+].[Cs+]>O.CC1C=CC=CC=1C>[N:18]1([C:2]2[CH:7]=[CH:6][C:5]([CH2:8][CH2:9][NH:10][C:11](=[O:17])[O:12][C:13]([CH3:16])([CH3:15])[CH3:14])=[CH:4][CH:3]=2)[CH:22]=[CH:21][N:20]=[CH:19]1 |f:4.5.6|. Reported procedure: Tert-butyl 2-(4-bromophenyl)ethylcarbamate (500 mg, 1.67 mmol), imidazole (170 mg, 2.50 mmol), (CuOTf)2.PhH (84 mg, 0.17 mmol), 1,10-Phenanthroline (360 mg, 2.00 mmol), dba (39 mg, 0.17 mmol), and Cs2CO3 (650 mg, 1.99 mmol) were mixed together in a flask and o-xylene (10 mL) was added. Resulting solution was heated to 120° C. and stirred for four days. Reaction mixture was then cooled, poured into water (20 mL) and extracted with EtOAc (3×20 mL). Combined organics were washed with water (1×20 mL... The reactants are CO (methanol), COC1=CC2=C(C3CCC4CNCC43CC2)C=C1 (2-Methoxy-5,6,6a,7,8,9,10,11-octahydro-4bH-benzo[4,5]indeno[1,7a-c]pyrrole), 1A-b, COC1=CC2=C(C3CCC4CNCC43CC2)C=C1 (2-Methoxy-5,6,6a,7,8,9,10,11-octahydro-4bH-benzo[4,5]indeno[1,7a-c]pyrrole), resultant compound, [OH-].[NH4+] (ammonium hydroxide). The solvent is ClCCl (dichloromethane). The product is COC1=CC2=C(C3CCC4CN(CC43CC2)C)C=C1 (2-Methoxy-8-methyl-5,6,6a,7,8,9,10,11-octahydro-4bH-benzo[4,5]indeno[1,7a-c]pyrrole). Isolated yield 88.5%. As a reaction SMILES: [CH3:1][O:2][C:3]1[CH:18]=[CH:17][C:6]2[CH:7]3[C:14]4([CH2:15][CH2:16][C:5]=2[CH:4]=1)[CH:10]([CH2:11][NH:12][CH2:13]4)[CH2:9][CH2:8]3.[CH3:19]O.[OH-].[NH4+]>ClCCl>[CH3:1][O:2][C:3]1[CH:18]=[CH:17][C:6]2[CH:7]3[C:14]4([CH2:15][CH2:16][C:5]=2[CH:4]=1)[CH:10]([CH2:11][N:12]([CH3:19])[CH2:13]4)[CH2:9][CH2:8]3 |f:2.3|. Procedure: Using the procedure of Example 1B but replacing the resultant compound of Example 1A (Compound 1A-a) with the resultant compound of Example 1A(Compound 1A-b), provided, after silica gel chromatography using 5% methanol and 0.5% ammonium hydroxide in dichloromethane, 102.0 mg (88.5%) of the title compound as a white solid. Reactants: C(C)(C)(C)C1=CC=C(C=C1)S(=O)(=O)NC1=C(C=C(C(=C1)F)Cl)C1=NN=C(N1C)CC (4-tert-Butyl-N-[4-chloro-2-(5-ethyl-4-methyl-4H-[1,2,4]triazol-3-yl)-5-fluoro-phenyl]-benzenesulfonamide), N,N-dimethylmethyleneiminium iodide, CN(C)C=O (DMF). Reaction conditions: temperature 100 celsius, time 8 hour. The product is C(C)(C)(C)C1=CC=C(C=C1)S(=O)(=O)NC1=C(C=C(C(=C1)F)Cl)C1=NN=C(N1C)CN(C)C (4-tert-butyl-N-[4-chloro-2-(5-dimethylaminomethyl-4-methyl-4H-[1,2,4]triazol-3-yl)-5-fluoro-phenyl]-benzenesulfonamide). As a reaction SMILES: [C:1]([C:5]1[CH:10]=[CH:9][C:8]([S:11]([NH:14][C:15]2[CH:20]=[C:19]([F:21])[C:18]([Cl:22])=[CH:17][C:16]=2[C:23]2[N:27]([CH3:28])[C:26]([CH2:29]C)=[N:25][N:24]=2)(=[O:13])=[O:12])=[CH:7][CH:6]=1)([CH3:4])([CH3:3])[CH3:2].[CH3:31][N:32](C=O)[CH3:33]>>[C:1]([C:5]1[CH:10]=[CH:9][C:8]([S:11]([NH:14][C:15]2[CH:20]=[C:19]([F:21])[C:18]([Cl:22])=[CH:17][C:16]=2[C:23]2[N:27]([CH3:28])[C:26]([CH2:29][N:32]([CH3:33])[CH3:31])=[N:25][N:24]=2)(=[O:12])=[O:13])=[CH:7][CH:6]=1)([CH3:3])([CH3:2])[CH3:4]. Procedure: A 25 mL pear-shaped flask was charged with 4-tert-butyl-N-[4-chloro-5-fluoro-2-(4-methyl-4H-[1,2,4]triazol-3-yl)-phenyl]-benzenesulfonamide (prepared according to general procedure C) (75 mg, 0.18 mmol), N,N-dimethylmethyleneiminium iodide (43 mg, 0.23 mmol), and DMF (0.44 mL). The flask was heated to 100° C. and stirred overnight. The following day, the solvent was evacuated in vacuo and the residue was purified via HPLC to afford 4-tert-butyl-N-[4-chloro-2-(5-dimethylaminomethyl-4-methyl-4H-[1...